From a dataset of the Open Reaction Database (ORD), a public repository of structured organic reaction records. describe an organic reaction: reactants, conditions, products, and yield Reactants: CN1CCCCC1CN1CCN(Cc2ccccc2)CC1, C1CCOC1, [H][H]. Yields the product CN1CCCCC1CN1CCNCC1. RXN SMILES: [CH2:1]([c:2]1[cH:3][cH:4][cH:5][cH:6][cH:7]1)[N:8]1[CH2:9][CH2:10][N:11]([CH2:14][CH:15]2[N:16]([CH3:21])[CH2:17][CH2:18][CH2:19][CH2:20]2)[CH2:12][CH2:13]1.[CH2:24]1[O:25][CH2:26][CH2:27][CH2:28]1.[H:22][H:23]>>[NH:8]1[CH2:9][CH2:10][N:11]([CH2:14][CH:15]2[N:16]([CH3:21])[CH2:17][CH2:18][CH2:19][CH2:20]2)[CH2:12][CH2:13]1. The reactants are C(C=C)C1=CC=2C(C3=C(C=CC=C3OC2C(=C1O)Cl)Cl)=O (2-allyl-4,8-dichloro-3-hydroxy-9-oxo-9H-xanthene), ClC1=CC(=CC=C1)C(=O)OO (m-chloroperbenzoic acid), C(Cl)(Cl)Cl (chloroform), C([O-])([O-])=O.[K+].[K+] (potassium carbonate). Solvent: O (water). Reaction conditions: time 5 hour. Yields the product ClC1=CC=CC=2OC=3C(=C4C(=CC3C(C12)=O)CC(O4)C(=O)O)Cl (6,11-dichloro-2,3-dihydro-5-oxo-5H-furo[3,2-b]xanthene-2-carboxylic acid). Isolated yield 32.7%. As a reaction SMILES: [CH2:1]([C:4]1[C:17]([OH:18])=[C:16]([Cl:19])[C:15]2[O:14][C:13]3[C:8](=[C:9]([Cl:20])[CH:10]=[CH:11][CH:12]=3)[C:7](=[O:21])[C:6]=2[CH:5]=1)[CH:2]=C.ClC1C=CC=C(C(OO)=O)C=1.C(Cl)(Cl)Cl.[C:37](=[O:40])([O-])[O-:38].[K+].[K+]>O>[Cl:20][C:9]1[C:8]2[C:7](=[O:21])[C:6]3[CH:5]=[C:4]4[CH2:1][CH:2]([C:37]([OH:38])=[O:40])[O:18][C:17]4=[C:16]([Cl:19])[C:15]=3[O:14][C:13]=2[CH:12]=[CH:11][CH:10]=1 |f:3.4.5|. Procedure details: A mixture of 2-allyl-4,8-dichloro-3-hydroxy-9-oxo-9H-xanthene (14 g), m-chloroperbenzoic acid (11 g ) and chloroform (1,000 ml) was stirred at room temperature for 5 hours and thereafter left to stand overnight. To the mixture, potassium carbonate (20 g) and water (500 ml) were added and the resulting mixture was extracted with chloroform. The chloroform layer was dried and the solvent was distilled off. The residue was dissolved in acetone (2,000 ml) and to the stirred solution, a mixture of ch... Starting materials: FC(OC1=C(C#N)C(=CC=C1)F)F (2-difluoromethoxy-6-fluorobenzonitrile), Cl.NO (hydroxylamine hydrochloride), C([O-])([O-])=O.[Na+].[Na+] (sodium carbonate), O (water). Run in C(C)O (ethanol). Conditions: temperature 75 celsius, time 20 hour. Product: FC(OC1=C(C(N)=NO)C(=CC=C1)F)F (2-Difluoromethoxy-6-fluorobenzamidoxime). RXN SMILES: [F:1][CH:2]([F:13])[O:3][C:4]1[CH:11]=[CH:10][CH:9]=[C:8]([F:12])[C:5]=1[C:6]#[N:7].Cl.[NH2:15][OH:16].C(=O)([O-])[O-].[Na+].[Na+].O>C(O)C>[F:13][CH:2]([F:1])[O:3][C:4]1[CH:11]=[CH:10][CH:9]=[C:8]([F:12])[C:5]=1[C:6](=[N:15][OH:16])[NH2:7] |f:1.2,3.4.5|. Reported procedure: A mixture of 6.4 g of 2-difluoromethoxy-6-fluorobenzonitrile and 3.1 g of hydroxylamine hydrochloride, 2.6 g of sodium carbonate, 7 ml of water and 35 ml of ethanol was stirred for 20 hours at 75° C. Reactants: C(C)(C)(C)C=1C=C(N(N1)C1=CC=C(C=C1)C=O)NC(=O)N[C@H]1CC[C@H](C2=CC=CC=C12)OC=1C=CC=2N(C1)C(=NN2)N2[C@H](CCCC2)C (1-[5-tert-Butyl-2-(4-formyl-phenyl)-2H-pyrazol-3-yl]-3-{(1S,4R)-4-[3-((S)-2-methyl-piperidin-1-yl)-[1,2,4]triazolo[4,3-a]pyridin-6-yloxy]-1,2,3,4-tetrahydro-naphthalen-1-yl}-urea), COCCNC (N-(2-methoxyethyl)methyl amine), C(C)(=O)O[BH-](OC(C)=O)OC(C)=O.[Na+] (sodium triacetoxyborohydride), O (Water). Solvent: C(Cl)Cl (DCM). Run at time 1 hour. The product is C(=O)O.C(C)(C)(C)C=1C=C(N(N1)C1=CC=C(C=C1)CN(C)CCOC)NC(=O)N[C@H]1CC[C@H](C2=CC=CC=C12)OC=1C=CC=2N(C1)C(=NN2)N2[C@H](CCCC2)C (1-[5-tert-Butyl-2-(4-{[(2-methoxy-ethyl)-methyl-amino]-methyl}-phenyl)-2H-pyrazol-3-yl]-3-{(1S,4R)-4-[3-((S)-2-methyl-piperidin-1-yl)-[1,2,4]triazolo[4,3-a]pyridin-6-yloxy]-1,2,3,4-tetrahydro-naphthalen-1-yl}-urea formate salt), solid. RXN SMILES: [C:1]([C:5]1[CH:6]=[C:7]([NH:18][C:19]([NH:21][C@@H:22]2[C:31]3[C:26](=[CH:27][CH:28]=[CH:29][CH:30]=3)[C@H:25]([O:32][C:33]3[CH:34]=[CH:35][C:36]4[N:37]([C:39]([N:42]5[CH2:47][CH2:46][CH2:45][CH2:44][C@@H:43]5[CH3:48])=[N:40][N:41]=4)[CH:38]=3)[CH2:24][CH2:23]2)=[O:20])[N:8]([C:10]2[CH:15]=[CH:14][C:13](C=O)=[CH:12][CH:11]=2)[N:9]=1)([CH3:4])([CH3:3])[CH3:2].[CH3:49][O:50][CH2:51][CH2:52][NH:53][CH3:54].[C:55]([O:58][BH-](OC(=O)C)OC(=O)C)(=[O:57])C.[Na+].O>C(Cl)Cl>[CH:55]([OH:58])=[O:57].[C:1]([C:5]1[CH:6]=[C:7]([NH:18][C:19]([NH:21][C@@H:22]2[C:31]3[C:26](=[CH:27][CH:28]=[CH:29][CH:30]=3)[C@H:25]([O:32][C:33]3[CH:34]=[CH:35][C:36]4[N:37]([C:39]([N:42]5[CH2:47][CH2:46][CH2:45][CH2:44][C@@H:43]5[CH3:48])=[N:40][N:41]=4)[CH:38]=3)[CH2:24][CH2:23]2)=[O:20])[N:8]([C:10]2[CH:15]=[CH:14][C:13]([CH2:54][N:53]([CH2:52][CH2:51][O:50][CH3:49])[CH3:55])=[CH:12][CH:11]=2)[N:9]=1)([CH3:3])([CH3:2])[CH3:4] |f:2.3,6.7|. Reported procedure: To a solution of Intermediate 176b (0.188 mmol) and N-(2-methoxyethyl)methyl amine (32.7 mg, 0.38 mmol) in DCM (3 mL), sodium triacetoxyborohydride (59.8 mg, 0.28 mmol) was added. The mixture was stirred at RT for 1 h. Water was added and the mixture extracted with DCM. The combined organics were passed through a phase separator and concentrated to dryness. The resulting residue was purified by RP-HPLC (C18, 18 mL/min, 20-85% MeCN in H2O+0.1% HCO2H) and the relevant fractions combined and concen... Starting materials: C(C)(C)(C)OC(COC1=CC=C(C=C1)N(C1CCN(CC1)C(CCNC(C1=C(C=CC=C1C)C)=O)C)CC1=CC(=CC=C1)C#N)=O ([4-((3-Cyano-benzyl)-{1-[3-(2,6-dimethyl-benzoylamino)-1-methyl-propyl]-piperidin-4-yl}-amino)-phenoxy]-acetic acid tert-butyl ester), C1(=CC=CC=C1)OC (anisole), C(=O)(C(F)(F)F)O (TFA). Solvent: C(Cl)Cl (CH2Cl2). Reaction conditions: time 90 minute. Product: C(#N)C=1C=C(CN(C2=CC=C(OCC(=O)O)C=C2)C2CCN(CC2)C(CCNC(C2=C(C=CC=C2C)C)=O)C)C=CC1 ([4-((3-Cyano-benzyl)-{1-[3-(2,6-dimethyl-benzoylamino)-1-methyl-propyl]-piperidin-4-yl}-amino)-phenoxy]-acetic acid). Isolated yield 52.0%. As a reaction SMILES: C([O:5][C:6](=[O:46])[CH2:7][O:8][C:9]1[CH:14]=[CH:13][C:12]([N:15]([CH2:37][C:38]2[CH:43]=[CH:42][CH:41]=[C:40]([C:44]#[N:45])[CH:39]=2)[CH:16]2[CH2:21][CH2:20][N:19]([CH:22]([CH3:36])[CH2:23][CH2:24][NH:25][C:26](=[O:35])[C:27]3[C:32]([CH3:33])=[CH:31][CH:30]=[CH:29][C:28]=3[CH3:34])[CH2:18][CH2:17]2)=[CH:11][CH:10]=1)(C)(C)C.C1(OC)C=CC=CC=1.C(O)(C(F)(F)F)=O>C(Cl)Cl>[C:44]([C:40]1[CH:39]=[C:38]([CH:43]=[CH:42][CH:41]=1)[CH2:37][N:15]([CH:16]1[CH2:21][CH2:20][N:19]([CH:22]([CH3:36])[CH2:23][CH2:24][NH:25][C:26](=[O:35])[C:27]2[C:28]([CH3:34])=[CH:29][CH:30]=[CH:31][C:32]=2[CH3:33])[CH2:18][CH2:17]1)[C:12]1[CH:13]=[CH:14][C:9]([O:8][CH2:7][C:6]([OH:46])=[O:5])=[CH:10][CH:11]=1)#[N:45]. Procedure: To a solution of COMPOUND 143 in CH2Cl2 (2 mL) was added anisole (0.1 mL, 0.92 mmol) followed by TFA (2 mL) and the solution was stirred at room temperature for 90 minutes to afford COMPOUND 149 as a white solid (200 mg, 52%) after a basic work-up and purification. 1H NMR (CD3OD) δ 1.29 (d, 3H, J=6.3 Hz), 1.76-1.89 (m, 5H), 2.07-2.28 (m, 1H), 2.28 (s, 6H), 2.86-3.03 (m, 2H), 3.19-3.27 (m, 3H), 3.37-3.51 (m, 2H), 3.67-3.75 (m, 1H), 4.19 (s, 2H), 4.24 (s, 2H), 6.76 (s, 4H), 7.02 (d, 2H, J=7.5 Hz),... The reactants are Cl.N1CCC(CC1)C1=CC=C(C#N)C=C1 (4-(piperidin-4-yl)benzonitrile hydrochloride), C=1N=CN2C1C=C(C=C2)C2CCN(CC2)C(=O)OC(C)(C)C (tert-butyl 4-(imidazo[1,5-a]pyridin-7-yl)piperidine-1-carboxylate), C=1N=CN2C1C=C(C=C2)C2CCN(CC2)C(=O)OC(C)(C)C (tert-butyl 4-(imidazo[1,5-a]pyridin-7-yl)piperidine-1-carboxylate), C(#N)C1=CC=C(C=C1)C1CCN(CC1)C(=O)OC(C)(C)C (tert-butyl 4-(4-cyanophenyl)piperidine-1-carboxylate). Product: Cl.N1CCC(CC1)C1=CC=2N(C=C1)C=NC2 (7-(Piperidin-4-yl)imidazo[1,5-a]pyridine hydrochloride). RXN SMILES: [ClH:1].N1CCC(C2C=CC(C#N)=CC=2)CC1.[CH:16]1[N:17]=[CH:18][N:19]2[CH:24]=[CH:23][C:22]([CH:25]3[CH2:30][CH2:29][N:28](C(OC(C)(C)C)=O)[CH2:27][CH2:26]3)=[CH:21][C:20]=12.C(C1C=CC(C2CCN(C(OC(C)(C)C)=O)CC2)=CC=1)#N>>[ClH:1].[NH:28]1[CH2:27][CH2:26][CH:25]([C:22]2[CH:23]=[CH:24][N:19]3[CH:18]=[N:17][CH:16]=[C:20]3[CH:21]=2)[CH2:30][CH2:29]1 |f:0.1,4.5|. Procedure: The title compound was prepared using standard chemical manipulations and procedures similar to those used for the preparation of compound 1.2, except tert-butyl 4-(imidazo[1,5-a]pyridin-7-yl)piperidine-1-carboxylate (compound 39.4) was used in place of tert-butyl 4-(4-cyanophenyl)piperidine-1-carboxylate (compound 1.1). The reactants are NC1=NC=C(C(=C1N)N[C@H]1[C@H]([C@@H]2C=C[C@H]1C2)C(=O)N)Cl ((1S,2S,3R,4R)-3-(2,3-Diamino-5-chloro-pyridin-4-ylamino)-bicyclo[2.2.1]hept-5-ene-2-carboxylic acid amide), COC1=C(C=O)C=CC(=C1)C1CCN(CC1)C (2-Methoxy-4-(1-methyl-piperidin-4-yl)-benzaldehyde). Yields the product ClC=1C(=C2C(=NC1)NC(=N2)C2=C(C=C(C=C2)C2CCN(CC2)C)OC)N[C@H]2[C@H]([C@@H]1C=C[C@H]2C1)C(=O)N ((1S,2S,3R,4R)-3-{6-Chloro-2-[2-methoxy-4-(1-methyl-piperidin-4-yl)-phenyl]-3H-imidazo[4,5-b]pyridin-7-ylamino}-bicyclo[2.2.1]hept-5-ene-2-carboxylic acid amide). The yield is 49.0%. Reaction SMILES: [NH2:1][C:2]1[C:7]([NH2:8])=[C:6]([NH:9][C@@H:10]2[C@@H:15]3[CH2:16][C@@H:12]([CH:13]=[CH:14]3)[C@@H:11]2[C:17]([NH2:19])=[O:18])[C:5]([Cl:20])=[CH:4][N:3]=1.[CH3:21][O:22][C:23]1[CH:30]=[C:29]([CH:31]2[CH2:36][CH2:35][N:34]([CH3:37])[CH2:33][CH2:32]2)[CH:28]=[CH:27][C:24]=1[CH:25]=O>>[Cl:20][C:5]1[C:6]([NH:9][C@@H:10]2[C@@H:15]3[CH2:16][C@@H:12]([CH:13]=[CH:14]3)[C@@H:11]2[C:17]([NH2:19])=[O:18])=[C:7]2[N:8]=[C:25]([C:24]3[CH:27]=[CH:28][C:29]([CH:31]4[CH2:32][CH2:33][N:34]([CH3:37])[CH2:35][CH2:36]4)=[CH:30][C:23]=3[O:22][CH3:21])[NH:1][C:2]2=[N:3][CH:4]=1. Procedure: In a similar fashion to Compound LXXXVII, (1S,2S,3R,4R)-3-(2,3-Diamino-5-chloro-pyridin-4-ylamino)-bicyclo[2.2.1]hept-5-ene-2-carboxylic acid amide (125 mg, 0.427 mmol) and 2-Methoxy-4-(1-methyl-piperidin-4-yl)-benzaldehyde (109.5 mg, 0.469 mmol) were reacted to produce 106 mg (49%) of the title compound. mp: 232-235° C., 1H NMR (300 MHz, CDCl3): 10.67 (s, 1H), 8.33 (d, J=8 Hz, 1H), 8.04 (s, 1H), 7.04 (d, J=8 Hz, 1H), 6.96 (s, 1H), 6.42 (m, 1H), 6.38 (m, 1H), 6.35 (m, 1H), 5.48 (d, J=8 Hz, 1H), ...